From a dataset of the Open Reaction Database (ORD), a public repository of structured organic reaction records. describe an organic reaction: reactants, conditions, products, and yield The reactants are CO, Fc1ccc(OC2CCC(OCc3ccccc3)CC2)cc1, [H][H]. Product: OC1CCC(Oc2ccc(F)cc2)CC1. Reaction SMILES: [CH3:25][OH:26].[F:1][c:2]1[cH:3][cH:4][c:5]([O:8][CH:9]2[CH2:10][CH2:11][CH:12]([O:15][CH2:16][c:17]3[cH:18][cH:19][cH:20][cH:21][cH:22]3)[CH2:13][CH2:14]2)[cH:6][cH:7]1.[H:23][H:24]>>[F:1][c:2]1[cH:3][cH:4][c:5]([O:8][CH:9]2[CH2:10][CH2:11][CH:12]([OH:15])[CH2:13][CH2:14]2)[cH:6][cH:7]1. Starting materials: [N+](=O)([O-])C1=CC=C(C=O)C=C1 (4-nitrobenzaldehyde), N1(CCNCC1)C(=O)OC(C)(C)C (1,1-dimethylethyl 1-piperazinecarboxylate), 21A. Product: [N+](=O)([O-])C1=CC=C(C=C1)CN1CCN(CC1)C(=O)OC(C)(C)C (1,1-Dimethylethyl 4-[(4-nitrophenyl)methyl]-1-piperazinecarboxylate). RXN SMILES: [N+:1]([C:4]1[CH:11]=[CH:10][C:7]([CH:8]=O)=[CH:6][CH:5]=1)([O-:3])=[O:2].[N:12]1([C:18]([O:20][C:21]([CH3:24])([CH3:23])[CH3:22])=[O:19])[CH2:17][CH2:16][NH:15][CH2:14][CH2:13]1>>[N+:1]([C:4]1[CH:11]=[CH:10][C:7]([CH2:8][N:15]2[CH2:14][CH2:13][N:12]([C:18]([O:20][C:21]([CH3:24])([CH3:23])[CH3:22])=[O:19])[CH2:17][CH2:16]2)=[CH:6][CH:5]=1)([O-:3])=[O:2]. Procedure details: The title compound was prepared from 4-nitrobenzaldehyde and 1,1-dimethylethyl 1-piperazinecarboxylate using a method similar to that described for D21 in Description 21A although the product was purified by column chromatography followed by passing through an SCX column eluting with MeOH then 2M NH3 in MeOH. MS (ES): 266.1, 222.2, no molecular ion (MH+) observed. Reactants: CC(C)(C)OC(=O)NCc1nc2ncc(Br)cc2[nH]1, Cc1noc(C)c1B(O)O, [Li+], [OH-], CC(C)(O)C(C)(C)O. Yields the product Cc1noc(C)c1-c1cnc2nc(CNC(=O)OC(C)(C)C)[nH]c2c1. Reaction SMILES: [C:3]([CH3:4])([CH3:5])([CH3:6])[O:7][C:8]([NH:9][CH2:10][c:11]1[nH:12][c:13]2[c:14]([n:15][cH:16][c:17]([Br:19])[cH:18]2)[n:20]1)=[O:21].[CH3:22][c:23]1[n:24][o:25][c:26]([CH3:31])[c:27]1[B:28]([OH:29])[OH:30].[Li+:2].[OH-:1].[OH:32][C:33]([C:34]([OH:35])([CH3:36])[CH3:37])([CH3:38])[CH3:39]>>[C:3]([CH3:4])([CH3:5])([CH3:6])[O:7][C:8]([NH:9][CH2:10][c:11]1[nH:12][c:13]2[c:14]([n:15][cH:16][c:17](-[c:27]3[c:23]([CH3:22])[n:24][o:25][c:26]3[CH3:31])[cH:18]2)[n:20]1)=[O:21].